From a dataset of the Open Reaction Database (ORD), a public repository of structured organic reaction records. describe an organic reaction: reactants, conditions, products, and yield Starting materials: CC(C)N1N=CN=C1C=1N=C2C3=CN=C(C=C3OCCN2C1)N1C(CCC1)CO ((1-{4-[1-(propan-2-yl)-1H-1,2,4-triazol-5-yl]-9-oxa-3,6,13-triazatricyclo[8.4.0.02,6]tetradeca-1(14),2,4,10,12-pentaen-12-yl}pyrrolidin-2-yl)methanol), IC1=C(C(=O)O)C=CC=C1 (2-iodobenzoic acid). Run in C(C)(=O)OCC (ethyl acetate). Product: CC(C)N1N=CN=C1C=1N=C2C3=CN=C(C=C3OCCN2C1)N1C(CCC1)C=O (1-{4-[1-(propan-2-yl)-1H-1,2,4-triazol-5-yl]-9-oxa-3,6,13-triazatricyclo[8.4.0.02,6]tetradeca-1(14),2,4,10,12-pentaen-12-yl}pyrrolidine-2-carbaldehyde). Isolated yield 93.3%. Reaction SMILES: [CH3:1][CH:2]([N:4]1[C:8]([C:9]2[N:10]=[C:11]3[N:21]([CH:22]=2)[CH2:20][CH2:19][O:18][C:17]2[C:12]3=[CH:13][N:14]=[C:15]([N:23]3[CH2:27][CH2:26][CH2:25][CH:24]3[CH2:28][OH:29])[CH:16]=2)=[N:7][CH:6]=[N:5]1)[CH3:3].IC1C=CC=CC=1C(O)=O>C(OCC)(=O)C>[CH3:3][CH:2]([N:4]1[C:8]([C:9]2[N:10]=[C:11]3[N:21]([CH:22]=2)[CH2:20][CH2:19][O:18][C:17]2[C:12]3=[CH:13][N:14]=[C:15]([N:23]3[CH2:27][CH2:26][CH2:25][CH:24]3[CH:28]=[O:29])[CH:16]=2)=[N:7][CH:6]=[N:5]1)[CH3:1]. Reported procedure: A mixture of (1-{4-[1-(propan-2-yl)-1H-1,2,4-triazol-5-yl]-9-oxa-3,6,13-triazatricyclo[8.4.0.02,6]tetradeca-1(14),2,4,10,12-pentaen-12-yl}pyrrolidin-2-yl)methanol (173 mg, 0.436 mmol), 2-iodobenzoic acid (305 mg, 1.09 mmol) in ethyl acetate (10.0 mL) was refluxed for 6 hr. After filtration, the filtrated was evaporated to afford 1-{4-[1-(propan-2-yl)-1H-1,2,4-triazol-5-yl]-9-oxa-3,6,13-triazatricyclo[8.4.0.02,6]tetradeca-1(14),2,4,10,12-pentaen-12-yl}pyrrolidine-2-carbaldehyde (160 mg, 92% yield... Reactants: O=C(O)CCCc1ccc2c(c1)Cc1cccc(C(=O)O)c1-2, C1CCOC1, CC(C)(C)[O-], CCOC=O, [K+], CN(C)C=O. Product: O=CC1c2cc(CCCC(=O)O)ccc2-c2c(C(=O)O)cccc21. Reaction SMILES: [C:1](=[O:2])([OH:3])[CH2:4][CH2:5][CH2:6][c:7]1[cH:8][cH:9][c:10]2[c:18]([cH:19]1)[CH2:17][c:16]1[c:11]-2[c:12]([C:20](=[O:21])[OH:22])[cH:13][cH:14][cH:15]1.[CH2:34]1[O:35][CH2:36][CH2:37][CH2:38]1.[CH3:28][C:29]([CH3:30])([O-:31])[CH3:32].[CH:23](=[O:24])[O:25][CH2:26][CH3:27].[K+:33].[O:39]=[CH:40][N:41]([CH3:42])[CH3:43]>>[C:1](=[O:2])([OH:3])[CH2:4][CH2:5][CH2:6][c:7]1[cH:8][cH:9][c:10]2[c:18]([cH:19]1)[CH:17]([CH:23]=[O:24])[c:16]1[c:11]-2[c:12]([C:20](=[O:21])[OH:22])[cH:13][cH:14][cH:15]1. The reactants are C([O-])([O-])=O.[K+].[K+] (potassium carbonate), BrCCO (2-bromoethanol), ClC=1C=C(C=CC1)N1N=C(C=C1C1=CC(=CC=C1)O)C(=O)OCC (Ethyl 1-(3-chlorophenyl)-5-(3-hydroxyphenyl)-1H-pyrazole-3-carboxylate). The solvent is CC(=O)C (acetone). Yields the product ClC=1C=C(C=CC1)N1N=C(C=C1C1=CC(=CC=C1)OCCO)C(=O)OCC (Ethyl 1-(3-chlorophenyl)-5-[3-(2-hydroxyethoxy)phenyl]-1H-pyrazole-3-carboxylate). As a reaction SMILES: [Cl:1][C:2]1[CH:3]=[C:4]([N:8]2[C:12]([C:13]3[CH:18]=[CH:17][CH:16]=[C:15]([OH:19])[CH:14]=3)=[CH:11][C:10]([C:20]([O:22][CH2:23][CH3:24])=[O:21])=[N:9]2)[CH:5]=[CH:6][CH:7]=1.C(=O)([O-])[O-].[K+].[K+].Br[CH2:32][CH2:33][OH:34]>CC(C)=O>[Cl:1][C:2]1[CH:3]=[C:4]([N:8]2[C:12]([C:13]3[CH:18]=[CH:17][CH:16]=[C:15]([O:19][CH2:32][CH2:33][OH:34])[CH:14]=3)=[CH:11][C:10]([C:20]([O:22][CH2:23][CH3:24])=[O:21])=[N:9]2)[CH:5]=[CH:6][CH:7]=1 |f:1.2.3|. Reported procedure: 100 mg (0.29 mmol) of the compound of Example 44A are provided in 2 ml of dry acetone, 44.4 mg (0.32 mmol) of potassium carbonate and 36.5 mg (0.29 mmol) of 2-bromoethanol are added, and the mixture is heated under reflux overnight. The reaction mixture is subsequently purified by preparative HPLC (RP18 column; mobile phase: acetonitrile/water gradient with the addition of 0.1% formic acid) and 13.1 mg of the title compound are obtained. Reactants: [Br-], CO, CCO, ClCc1ccc(Cl)cc1Cl, [K+], [Na+], [OH-], O, Cc1cc(=O)n2cccc(O)c2n1. Product: Cc1cc(=O)n2cccc(OCc3ccc(Cl)cc3Cl)c2n1. As a reaction SMILES: [Br-:4].[CH3:29][OH:30].[CH3:31][CH2:32][OH:33].[Cl:18][c:19]1[c:20]([CH2:21][Cl:22])[cH:23][cH:24][c:25]([Cl:27])[cH:26]1.[K+:2].[Na+:3].[OH-:1].[OH2:28].[OH:5][c:6]1[cH:7][cH:8][cH:9][n:10]2[c:11]1[n:12][c:13]([CH3:17])[cH:14][c:15]2=[O:16]>>[O:5]([c:6]1[cH:7][cH:8][cH:9][n:10]2[c:11]1[n:12][c:13]([CH3:17])[cH:14][c:15]2=[O:16])[CH2:21][c:20]1[c:19]([Cl:18])[cH:26][c:25]([Cl:27])[cH:24][cH:23]1. Reactants: O=C([O-])[O-], CCI, CC(C)=O, O=c1[nH]ncc(Cl)c1Cl, [K+], [K+]. Yields the product CCn1ncc(Cl)c(Cl)c1=O. RXN SMILES: [C:10](=[O:11])([O-:12])[O-:13].[CH2:16]([CH3:17])[I:18].[CH3:19][C:20](=[O:21])[CH3:22].[Cl:1][c:2]1[c:3](=[O:9])[nH:4][n:5][cH:6][c:7]1[Cl:8].[K+:14].[K+:15]>>[Cl:1][c:2]1[c:3](=[O:9])[n:4]([CH2:16][CH3:17])[n:5][cH:6][c:7]1[Cl:8]. Reactants: N1(CCNCC1)C1=NC=CC2=C1C=CO2 (4-(piperazin-1-yl)-furo[3,2-c]pyridine), C(C)(=O)O (acetic acid), [H][H] (hydrogen). Reagents/catalysts: [Pd] (Pd/C). The solvent is CO (MeOH). Yields the product N1(CCNCC1)C1=NC=CC2=C1CCO2 (4-(piperazin-1-yl)-2,3-dihydrofuro[3,2-c]pyridine). The yield is 38.6%. RXN SMILES: [N:1]1([C:7]2[C:12]3[CH:13]=[CH:14][O:15][C:11]=3[CH:10]=[CH:9][N:8]=2)[CH2:6][CH2:5][NH:4][CH2:3][CH2:2]1.C(O)(=O)C.[H][H]>CO.[Pd]>[N:1]1([C:7]2[C:12]3[CH2:13][CH2:14][O:15][C:11]=3[CH:10]=[CH:9][N:8]=2)[CH2:2][CH2:3][NH:4][CH2:5][CH2:6]1. Procedure: A mixture of commercially available 4-(piperazin-1-yl)-furo[3,2-c]pyridine [CAS-No. 81078-84-4] (1 g, 4.92 mmol), Pd/C 5% (0.46 g, 4.32 mmol), acetic acid (2.3 ml) in MeOH (6.9 ml) was stirred in a hydrogen atmosphere at room temperature for 48 h. After removal of the catalyst by filtration the mixture was evaporated, the residue was dissolved in dichloromethane/MeOH/NH4OH 80:10:1, washed with 2N sodium carbonate solution, dried (MgSO4) and evaporated. The crude material (0.68 g) was purified by...